This data is from the Open Reaction Database (ORD), a public repository of structured organic reaction records. The task is: describe an organic reaction: reactants, conditions, products, and yield Reactants: N1=CC(=CC=C1)B(O)O (3-pyridine boronic acid), C1(=CC=CC=C1)C (toluene), BrC1=NC=C(C=C1)Br (2,5-dibromopyridine), C([O-])([O-])=O.[Na+].[Na+] (sodium carbonate). Reagents/catalysts: C=1C=CC(=CC1)[P](C=2C=CC=CC2)(C=3C=CC=CC3)[Pd]([P](C=4C=CC=CC4)(C=5C=CC=CC5)C=6C=CC=CC6)([P](C=7C=CC=CC7)(C=8C=CC=CC8)C=9C=CC=CC9)[P](C=1C=CC=CC1)(C=1C=CC=CC1)C=1C=CC=CC1 (Pd(PPh3)4). Run in C(C)O (ethanol), O (water). The product is BrC=1C=CC(=NC1)C=1C=NC=CC1 (5-bromo-2,3′-bipyridine). The yield is 70.6%. RXN SMILES: [N:1]1[CH:6]=[CH:5][CH:4]=[C:3](B(O)O)[CH:2]=1.Br[C:11]1[CH:16]=[CH:15][C:14]([Br:17])=[CH:13][N:12]=1.C(=O)([O-])[O-].[Na+].[Na+].C1(C)C=CC=CC=1>C1C=CC([P]([Pd]([P](C2C=CC=CC=2)(C2C=CC=CC=2)C2C=CC=CC=2)([P](C2C=CC=CC=2)(C2C=CC=CC=2)C2C=CC=CC=2)[P](C2C=CC=CC=2)(C2C=CC=CC=2)C2C=CC=CC=2)(C2C=CC=CC=2)C2C=CC=CC=2)=CC=1.O.C(O)C>[Br:17][C:14]1[CH:15]=[CH:16][C:11]([C:3]2[CH:2]=[N:1][CH:6]=[CH:5][CH:4]=2)=[N:12][CH:13]=1 |f:2.3.4,^1:34,36,55,74|. Procedure: Into a 11 flask, 20 g of 3-pyridine boronic acid, 50 g of 2,5-dibromopyridine, 5.5 g of Pd(PPh3)4, 33.9 g of sodium carbonate, 500 ml of toluene, 150 ml of ethanol, and 150 ml of pure water were put, and the solution was stirred at reflux temperature for 3.5 hours. After heating, the reaction liquid was cooled to room temperature and the organic layer was extracted. The organic layer was concentrated in an evaporator, the concentrates were purified by column chromatography, then, recrystallized ... The reactants are CC(=O)O, O=C1CCC(=O)N1Cl, O=c1cc(OCc2ccc(F)cc2F)cc[nH]1. Yields the product O=c1[nH]ccc(OCc2ccc(F)cc2F)c1Cl. RXN SMILES: [C:26]([OH:27])(=[O:28])[CH3:29].[Cl:18][N:19]1[C:20](=[O:21])[CH2:22][CH2:23][C:24]1=[O:25].[F:1][c:2]1[c:3]([CH2:4][O:5][c:6]2[cH:7][c:8](=[O:12])[nH:9][cH:10][cH:11]2)[cH:13][cH:14][c:15]([F:17])[cH:16]1>>[F:1][c:2]1[c:3]([CH2:4][O:5][c:6]2[c:7]([Cl:18])[c:8](=[O:12])[nH:9][cH:10][cH:11]2)[cH:13][cH:14][c:15]([F:17])[cH:16]1. The reactants are C([O-])([O-])=O.[K+].[K+] (potassium carbonate), COC1=NNC(S1)=O (5-methoxy-3H-[1,3,4]thiadiazol-2-one), ClCC(COCC)=O (1-chloro-3-ethoxypropan-2-one). The solvent is O1CCOCC1 (dioxane). Run at time 20 hour. Yields the product COC1=NN(C(S1)=O)C(C(C)=O)OCC (5-Methoxy-3-(1-ethoxy-2-oxopropyl)-3H-[1,3,4]thiadiazol-2-one). Isolated yield 85.4%. RXN SMILES: C(=O)([O-])[O-].[K+].[K+].[CH3:7][O:8][C:9]1[S:13][C:12](=[O:14])[NH:11][N:10]=1.Cl[CH2:16][C:17](=[O:22])[CH2:18][O:19][CH2:20][CH3:21]>O1CCOCC1>[CH3:7][O:8][C:9]1[S:13][C:12](=[O:14])[N:11]([CH:18]([O:19][CH2:20][CH3:21])[C:17](=[O:22])[CH3:16])[N:10]=1 |f:0.1.2|. Procedure: 69 g of potassium carbonate are added to a solution of 33 g of 5-methoxy-3H-[1,3,4]thiadiazol-2-one in 400 ml of dioxane and the reaction mixture is heated to 60°. Then 31 g of 1-chloro-3-ethoxypropan-2-one are added dropwise within a short period of time and the reaction mixture is stirred at 70° for 20 hours and then, at 20°, is filtered over Celite. The filtrate is concentrated by evaporation. 45 g of the title compound are thus obtained in the form of a light yellow oil. Reactants: COC1=CC=C(C=C1)C1=CC(=NN1C1=CC=CC=C1)CCC=O (3-(5-(4-methoxyphenyl)-1-phenyl-1H-pyrazol-3-yl)propanal), [BH-](OC(=O)C)(OC(=O)C)OC(=O)C.[Na+] (NaBH(OAc)3), CC1=C(C=CC(=C1)C)N1CCNCC1 (1-(2,4-dimethylphenyl)piperazine), CCN(C(C)C)C(C)C (DIPEA). Product: COC1=CC=C(C=C1)C1=CC(=NN1C1=CC=CC=C1)CCCN1CCN(CC1)C1=C(C=C(C=C1)C)C (1-(3-(5-(4-methoxyphenyl)-1-phenyl-1H-pyrazol-3-yl)propyl)-4-(2,4-dimethylphenyl)piperazine). Reaction SMILES: [CH3:1][O:2][C:3]1[CH:8]=[CH:7][C:6]([C:9]2[N:13]([C:14]3[CH:19]=[CH:18][CH:17]=[CH:16][CH:15]=3)[N:12]=[C:11]([CH2:20][CH2:21][CH:22]=O)[CH:10]=2)=[CH:5][CH:4]=1.[CH3:24][C:25]1[CH:30]=[C:29]([CH3:31])[CH:28]=[CH:27][C:26]=1[N:32]1[CH2:37][CH2:36][NH:35][CH2:34][CH2:33]1.CCN(C(C)C)C(C)C.[BH-](OC(C)=O)(OC(C)=O)OC(C)=O.[Na+]>>[CH3:1][O:2][C:3]1[CH:4]=[CH:5][C:6]([C:9]2[N:13]([C:14]3[CH:15]=[CH:16][CH:17]=[CH:18][CH:19]=3)[N:12]=[C:11]([CH2:20][CH2:21][CH2:22][N:35]3[CH2:34][CH2:33][N:32]([C:26]4[CH:27]=[CH:28][C:29]([CH3:31])=[CH:30][C:25]=4[CH3:24])[CH2:37][CH2:36]3)[CH:10]=2)=[CH:7][CH:8]=1 |f:3.4|. Procedure: 104 mg (77%) of target compound was obtained by using a method same as in Example 1 by using 3-(5-(4-methoxyphenyl)-1-phenyl-1H-pyrazol-3-yl)propanal (80 mg, 0.261 mmol), 1-(2,4-dimethylphenyl)piperazine (50 mg, 0.261 mmol), DIPEA (0.068 mL, 0.392 mmol) and NaBH(OAc)3 (166 mg, 0.783 mmol). Reactants: O=C([O-])O, O=C(Cl)OCc1ccccc1, NC(=O)CC(N)C(=O)O, [Na+], O. The product is NC(=O)CC(NC(=O)OCc1ccccc1)C(=O)O. Reaction SMILES: [C:10](=[O:11])([OH:12])[O-:13].[CH2:15]([c:16]1[cH:17][cH:18][cH:19][cH:20][cH:21]1)[O:22][C:23](=[O:24])[Cl:25].[NH2:1][CH:2]([CH2:3][C:4]([NH2:5])=[O:6])[C:7]([OH:8])=[O:9].[Na+:14].[OH2:26]>>[NH:1]([CH:2]([CH2:3][C:4]([NH2:5])=[O:6])[C:7]([OH:8])=[O:9])[C:23]([O:22][CH2:15][c:16]1[cH:17][cH:18][cH:19][cH:20][cH:21]1)=[O:24]. Starting materials: CN(C=CC(=O)C1=CC(=CC=C1)C(F)(F)F)C (3-dimethylamino-3'-trifluoromethylacrylophenone), NC(=S)N (thiourea), [OH-].[Na+] (sodium hydroxide), C (charcoal). Yields the product SC1=NC=CC(=N1)C1=CC(=CC=C1)C(F)(F)F (2-Mercapto-4-(m-trifluoromethylphenyl)pyrimidine). As a reaction SMILES: CN(C)[CH:3]=[CH:4][C:5]([C:7]1[CH:12]=[CH:11][CH:10]=[C:9]([C:13]([F:16])([F:15])[F:14])[CH:8]=1)=O.[NH2:18][C:19]([NH2:21])=[S:20].[OH-].[Na+].C>>[SH:20][C:19]1[N:21]=[C:5]([C:7]2[CH:12]=[CH:11][CH:10]=[C:9]([C:13]([F:14])([F:15])[F:16])[CH:8]=2)[CH:4]=[CH:3][N:18]=1 |f:2.3|. Procedure details: A mixture of 12.2 g. of 3-dimethylamino-3'-trifluoromethylacrylophenone and 15.2 g. of thiourea is heated at 180°-190° C. for 2 hours. The cooled crude reaction mixture is dissolved in 200 ml. of 1 N sodium hydroxide solution and is treated with activated charcoal and filtered. The filtered solution is acidified with 1 N hydrochloric acid and the desired compound is collected by filtration, m.p. 200°-205° C. The reactants are C/1(\CCCC2=CC=CC=C12)=C(\C(=O)OCC)/NC=O (Ethyl (2Z)-3,4-dihydro-1 (2H)-naphthalenylidene(formylamino)ethanoate), [OH-].[Na+] (sodium hydroxide), IC (iodomethane), [OH-].[Na+] (sodium hydroxide), IC (iodomethane). Run at temperature 70 celsius. Yields the product CC1(CCCC2=CC=CC=C12)C(C(=O)OC)=O (Methyl (1-methyl-1,2,3,4-tetrahydro-1-naphthalenyl)(oxo)acetate). As a reaction SMILES: [C:1]1(=[C:11](/NC=O)\[C:12]([O:14][CH2:15]C)=[O:13])\[CH2:2][CH2:3][CH2:4][C:5]2[C:10]\1=[CH:9][CH:8]=[CH:7][CH:6]=2.[OH-:20].[Na+].I[CH3:23]>>[CH3:23][C:1]1([C:11](=[O:20])[C:12]([O:14][CH3:15])=[O:13])[C:10]2[C:5](=[CH:6][CH:7]=[CH:8][CH:9]=2)[CH2:4][CH2:3][CH2:2]1 |f:1.2|. Reported procedure: Ethyl (2Z)-3,4-dihydro-1(2H)-naphthalenylidene(formylamino)ethanoate (1.31 g, 5.05 mmol, from Reference Example 9) is refluxed with 6N HCL (10 mL) for 1 hour. The mixture is evaporated, dried and the residue taken up in tetrahydrofuran (8 mL) and water (1.7 mL). To this is added 5 N sodium hydroxide solution (3.6 mL, 18.0 mmol) and iodomethane (0.9 mL, 14.5 mmol). While stirring under a nitrogen atmosphere, the reaction mixture is heated in a 70° C. oil bath for 5½ hours. Additional volumes of 5... Reactants: ClCCCBr, O=C([O-])[O-], Cl, [K+], [K+], O=C(Nc1ccccc1)Oc1ccc2c(c1)C13CCCCC1C(C2)NCC3, CN(C)C=O. Yields the product O=C(Nc1ccccc1)Oc1ccc2c(c1)C13CCCCC1C(C2)N(CCCCl)CC3. RXN SMILES: [Br:35][CH2:36][CH2:37][CH2:38][Cl:39].[C:29](=[O:30])([O-:31])[O-:32].[ClH:28].[K+:33].[K+:34].[NH:1]([c:2]1[cH:3][cH:4][cH:5][cH:6][cH:7]1)[C:8](=[O:9])[O:10][c:11]1[cH:12][cH:13][c:14]2[c:23]([cH:24]1)[C:22]13[CH:17]([CH:16]([CH2:15]2)[NH:27][CH2:26][CH2:25]1)[CH2:18][CH2:19][CH2:20][CH2:21]3.[O:40]=[CH:41][N:42]([CH3:43])[CH3:44]>>[NH:1]([c:2]1[cH:3][cH:4][cH:5][cH:6][cH:7]1)[C:8](=[O:9])[O:10][c:11]1[cH:12][cH:13][c:14]2[c:23]([cH:24]1)[C:22]13[CH:17]([CH:16]([CH2:15]2)[N:27]([CH2:36][CH2:37][CH2:38][Cl:39])[CH2:26][CH2:25]1)[CH2:18][CH2:19][CH2:20][CH2:21]3. The reactants are OC1=C(C=O)C=CC=C1C (2-hydroxy-3-methylbenzaldehyde), C(C)(C)(C)NO (N-tert-butylhydroxylamine). As a reaction SMILES: [OH:1][C:2]1[C:9]([CH3:10])=[CH:8][CH:7]=[CH:6][C:3]=1[CH:4]=O.[C:11]([NH:15][OH:16])([CH3:14])([CH3:13])[CH3:12]>>[OH:1][C:2]1[C:9]([CH3:10])=[CH:8][CH:7]=[CH:6][C:3]=1[CH:4]=[N+:15]([C:11]([CH3:14])([CH3:13])[CH3:12])[O-:16]. The product is OC1=C(C=CC=C1C)C=[N+]([O-])C(C)(C)C (α-(2-Hydroxy-3-methylphenyl)-N-tert-butylnitrone). Reported procedure: The title compound was prepared according to the procedure described in Example 9 using 2-hydroxy-3-methylbenzaldehyde and N-tert-butylhydroxylamine. The title compound was isolated in 94% yield as a yellow crystalline solid, m.p. 59.2° C. (Rf=0.71 on a silica gel plate using 1:1 hexanes/EtOAc as an eluant). Starting materials: CN(C(C=C)=O)C (N,N-dimethylacrylamide), NCC1=NC(=C2N=CN(C2=N1)[C@@H]1O[C@@H]([C@H]([C@H]1O)O)COC)NCC(C1=CC=CC=C1)C1=CC=CC=C1 ((2R,3R,4S,5R)-2-{2-(Aminomethyl)-6-[(2,2-diphenylethyl)amino}-9H-purin-9-yl}-5-(methoxymethyl)tetrahydro-3,4-furandiol), CN(C(C=C)=O)C (N,N-dimethylacrylamide), CN(C(C=C)=O)C (N,N-dimethylacrylamide). Reaction SMILES: [NH2:1][CH2:2][C:3]1[N:11]=[C:10]2[C:6]([N:7]=[CH:8][N:9]2[C@H:12]2[C@H:16]([OH:17])[C@H:15]([OH:18])[C@@H:14]([CH2:19][O:20][CH3:21])[O:13]2)=[C:5]([NH:22][CH2:23][CH:24]([C:31]2[CH:36]=[CH:35][CH:34]=[CH:33][CH:32]=2)[C:25]2[CH:30]=[CH:29][CH:28]=[CH:27][CH:26]=2)[N:4]=1.[CH3:37][N:38]([CH3:43])[C:39](=[O:42])[CH:40]=[CH2:41]>CO>[OH:17][C@@H:16]1[C@H:15]([OH:18])[C@@H:14]([CH2:19][O:20][CH3:21])[O:13][C@H:12]1[N:9]1[CH:8]=[N:7][C:6]2[C:10]1=[N:11][C:3]([CH2:2][NH:1][CH2:41][CH2:40][C:39]([N:38]([CH3:43])[CH3:37])=[O:42])=[N:4][C:5]=2[NH:22][CH2:23][CH:24]([C:31]1[CH:36]=[CH:35][CH:34]=[CH:33][CH:32]=1)[C:25]1[CH:26]=[CH:27][CH:28]=[CH:29][CH:30]=1. Yield: 43.5%. Yields the product O[C@H]1[C@@H](O[C@@H]([C@H]1O)COC)N1C2=NC(=NC(=C2N=C1)NCC(C1=CC=CC=C1)C1=CC=CC=C1)CNCCC(=O)N(C)C (3-[({9-[(2R,3R,4S,5R)-3,4-Dihydroxy-5-(methoxymethyl)tetrahydro-2-furanyl]-6-[(2,2-diphenylethyl)amino]-9H-purin-2-yl}methyl)amino]-N,N-dimethylpropanamide). Reaction conditions: time 120 hour. The solvent is CO (methanol). Procedure details: (2R,3R,4S,5R)-2-{2-(Aminomethyl)-6-[(2,2-diphenylethyl)amino}-9H-purin-9-yl}-5-(methoxymethyl)tetrahydro-3,4-furandiol (example 1) (200 mg, 0.39 mmol) was dissolved in stirred methanol (10 ml) and N,N-dimethylacrylamide (40 mg, 0.39 mmol) added. The reaction mixture was stirred for 120 hr at room temperature and then 50° C. for a further 24 hr. More N,N-dimethylacrylamide (9 mg, 0.1 mmol) was added and the reaction mixture was heated at 50° C. for 30 hr. A further portion of N,N-dimethylacrylami...